From a dataset of the Open Reaction Database (ORD), a public repository of structured organic reaction records. describe an organic reaction: reactants, conditions, products, and yield Reactants: C(C)(C)(C)OC(C1=CC=C(C=C1)N=NC1=CC=C(C=C1)OCCCCCCBr)=O (4-[4-(6-bromo-hexyloxy)-phenyazo]-benzoic acid t-butyl ester), O.O.O.O.O.S(=S)(=O)([O-])[O-].[Na+].[Na+] (sodium thiosulfate pentahydrate). Run in O (water), C(C)O (ethanol). The product is C(C)(C)(C)OC(C1=CC=C(C=C1)N=NC1=CC=C(C=C1)OCCCCCCS)=O (4-[4-(6-Mercapto-hexyloxy)-phenylazo]-benzoic acid t-butyl ester), bunte salt. RXN SMILES: [C:1]([O:5][C:6](=[O:29])[C:7]1[CH:12]=[CH:11][C:10]([N:13]=[N:14][C:15]2[CH:20]=[CH:19][C:18]([O:21][CH2:22][CH2:23][CH2:24][CH2:25][CH2:26][CH2:27]Br)=[CH:17][CH:16]=2)=[CH:9][CH:8]=1)([CH3:4])([CH3:3])[CH3:2].O.O.O.O.O.[S:35]([O-])([O-])(=O)=S.[Na+].[Na+]>O.C(O)C>[C:1]([O:5][C:6](=[O:29])[C:7]1[CH:12]=[CH:11][C:10]([N:13]=[N:14][C:15]2[CH:20]=[CH:19][C:18]([O:21][CH2:22][CH2:23][CH2:24][CH2:25][CH2:26][CH2:27][SH:35])=[CH:17][CH:16]=2)=[CH:9][CH:8]=1)([CH3:4])([CH3:3])[CH3:2] |f:1.2.3.4.5.6.7.8|. Reported procedure: 4-[4-(6-Mercapto-hexyloxy)-phenylazo]-benzoic acid t-butyl ester was synthesized by modifying a literature procedure [Material Science and Engineering, 1999, 8-9, 385-389; J. Phys. Chem., 1995, 99, 7102]. 0.41 g (0.9 mmol) of 4-[4-(6-bromo-hexyloxy)-phenyazo]-benzoic acid t-butyl ester and 0.25 mg (1.1 mmol) of sodium thiosulfate pentahydrate in 5 mL of water was dissolved in 18 mL of ethanol and refluxed for 3 hours. The mixture was stirred at room temperature for an additional hour. After cool... The reactants are CCOC(=O)c1cc2cc(Cl)ccc2n1C, CNOC, Cc1ccccc1. The product is CNC(=O)c1cc2cc(Cl)ccc2n1C. RXN SMILES: [CH2:1]([O:3][C:4](=[O:2])[c:6]1[n:7]([CH3:16])[c:8]2[cH:9][cH:10][c:11]([Cl:15])[cH:12][c:13]2[cH:14]1)[CH3:5].[CH3:17][O:18][NH:19][CH3:20].[CH3:21][c:22]1[cH:23][cH:24][cH:25][cH:26][cH:27]1>>[O:3]=[C:4]([c:6]1[n:7]([CH3:16])[c:8]2[cH:9][cH:10][c:11]([Cl:15])[cH:12][c:13]2[cH:14]1)[NH:19][CH3:20].